Dataset: the Open Reaction Database (ORD), a public repository of structured organic reaction records. Task: describe an organic reaction: reactants, conditions, products, and yield The reactants are CCOC(=O)Cc1cc(Cl)c(NC(=O)c2c[nH]c3ccccc23)cc1Cl, C1CCOC1, CCO, [Na+], [OH-]. The product is O=C(O)Cc1cc(Cl)c(NC(=O)c2c[nH]c3ccccc23)cc1Cl. RXN SMILES: [CH2:1]([CH3:2])[O:3][C:4]([CH2:5][c:6]1[c:7]([Cl:25])[cH:8][c:9]([NH:13][C:14](=[O:15])[c:16]2[cH:17][nH:18][c:19]3[cH:20][cH:21][cH:22][cH:23][c:24]23)[c:10]([Cl:12])[cH:11]1)=[O:26].[CH2:27]1[O:28][CH2:29][CH2:30][CH2:31]1.[CH3:34][CH2:35][OH:36].[Na+:33].[OH-:32]>>[O:3]=[C:4]([CH2:5][c:6]1[c:7]([Cl:25])[cH:8][c:9]([NH:13][C:14](=[O:15])[c:16]2[cH:17][nH:18][c:19]3[cH:20][cH:21][cH:22][cH:23][c:24]23)[c:10]([Cl:12])[cH:11]1)[OH:26]. The reactants are N(=O)OC(C)(C)C (tert-butyl nitrite), ice water, N(=O)OC(C)(C)C (tert-butyl nitrite), ClC1=C(N)C=C(C(=C1)F)C1=NC=C(C=C1Cl)C(F)(F)F (2-chloro-5-(3-chloro-5-trifluoromethyl-2-pyridyl)-4-fluoroaniline), [N-]=[N+]=[N-].[Na+] (sodium azide). Run in FC(C(=O)O)(F)F (trifluoroacetic acid), FC(C(=O)O)(F)F (trifluoroacetic acid). Run at time 16 hour. Product: ClC1=C(C=C(C(=C1)F)C1=NC=C(C=C1Cl)C(F)(F)F)N=[N+]=[N-] (2-Chloro-5-(3-chloro-5-trifluoromethyl-2-pyridyl)-4-fluorophenyl azide). Isolated yield 90.0%. RXN SMILES: N(OC(C)(C)C)=O.[Cl:8][C:9]1[CH:15]=[C:14]([F:16])[C:13]([C:17]2[C:22]([Cl:23])=[CH:21][C:20]([C:24]([F:27])([F:26])[F:25])=[CH:19][N:18]=2)=[CH:12][C:10]=1[NH2:11].[N-:28]=[N+:29]=[N-].[Na+]>FC(F)(F)C(O)=O>[Cl:8][C:9]1[CH:15]=[C:14]([F:16])[C:13]([C:17]2[C:22]([Cl:23])=[CH:21][C:20]([C:24]([F:26])([F:27])[F:25])=[CH:19][N:18]=2)=[CH:12][C:10]=1[N:11]=[N+:28]=[N-:29] |f:2.3|. Reported procedure: With ice-cooling, initially 9.5 g (92 mmol) of tert-butyl nitrite were added dropwise to a solution of 20 g (62 mmol) of 2-chloro-5-(3-chloro-5-trifluoromethyl-2-pyridyl)-4-fluoroaniline in 40 ml of trifluoroacetic acid, and—with strong evolution of gas—6 g (92 mmol) of sodium azide were then added a little at a time. The mixture was stirred for 16 hours, and a further 15 ml of trifluoroacetic acid and 1.7 g (17 mmol) of tert-butyl nitrite were then added to the reaction mixture. Stirring was su... Reactants: CCCCCCCCCCCCCCCC[N+](C)(C)C, CCOCC, [Cl-], CC(=O)C(F)(F)F, [Li+], [Mg+2], C[N+](=O)[O-], O=S(=O)([O-])[O-], [OH-], O. Product: CC(O)(C[N+](=O)[O-])C(F)(F)F. As a reaction SMILES: [CH3:21][CH2:22][CH2:23][CH2:24][CH2:25][CH2:26][CH2:27][CH2:28][CH2:29][CH2:30][CH2:31][CH2:32][CH2:33][CH2:34][CH2:35][CH2:36][N+:37]([CH3:38])([CH3:39])[CH3:40].[CH3:41][CH2:42][O:43][CH2:44][CH3:45].[Cl-:20].[F:7][C:8]([C:9]([CH3:10])=[O:11])([F:12])[F:13].[Li+:2].[Mg+2:14].[N+:3](=[O:4])([O-:5])[CH3:6].[O-:15][S:16]([O-:17])(=[O:18])=[O:19].[OH-:1].[OH2:46]>>[N+:3](=[O:4])([O-:5])[CH2:6][C:9]([C:8]([F:7])([F:12])[F:13])([CH3:10])[OH:11].